From a dataset of the Open Reaction Database (ORD), a public repository of structured organic reaction records. describe an organic reaction: reactants, conditions, products, and yield The reactants are COCCCOC(=O)OCCl, CC#N, [I-], [Na+], O. Product: COCCCOC(=O)OCI. Reaction SMILES: [C:1]([O:2][CH2:3][Cl:4])([O:5][CH2:6][CH2:7][CH2:8][O:9][CH3:10])=[O:11].[CH3:15][C:16]#[N:17].[I-:13].[Na+:12].[OH2:14]>>[C:1]([O:2][CH2:3][I:13])([O:5][CH2:6][CH2:7][CH2:8][O:9][CH3:10])=[O:11]. Starting materials: C(C)(C)(C)OC(=O)NC1=NC(=NS1)CC(=O)N[C@H]1[C@@H]2N(C(=C(CS2)C=2SC(=NN2)C)C(=S)O)C1=O (7β-[2-(5-tert-butoxycarbonylamino-1,2,4-thiadiazol-3-yl)acetamido]-3-(5-methyl-1,3,4-thiadiazol-2-yl)thio-3-cephem-4-carboxylic acid), FC(C(=O)O)(F)F (trifluoroacetic acid), C(C)(C)OC(C)C (diisopropyl ether). Solvent: ClCCl (dichloromethane). Reaction conditions: time 30 minute. Product: NC1=NC(=NS1)CC(=O)N[C@H]1[C@@H]2N(C(=C(CS2)C=2SC(=NN2)C)C(=S)O)C1=O (7β-[2-(5-amino-1,2,4-thiadiazol-3-yl)acetamido]-3-(5-methyl-1,3,4-thiadiazol-2-yl)thio-3-cephem-4-carboxylic acid). Yield: 74.7%. RXN SMILES: C(OC([NH:8][C:9]1[S:13][N:12]=[C:11]([CH2:14][C:15]([NH:17][C@@H:18]2[C:34](=[O:35])[N:20]3[C:21]([C:31]([OH:33])=[S:32])=[C:22]([C:25]4[S:26][C:27]([CH3:30])=[N:28][N:29]=4)[CH2:23][S:24][C@H:19]23)=[O:16])[N:10]=1)=O)(C)(C)C.FC(F)(F)C(O)=O.C(OC(C)C)(C)C>ClCCl>[NH2:8][C:9]1[S:13][N:12]=[C:11]([CH2:14][C:15]([NH:17][C@@H:18]2[C:34](=[O:35])[N:20]3[C:21]([C:31]([OH:33])=[S:32])=[C:22]([C:25]4[S:26][C:27]([CH3:30])=[N:28][N:29]=4)[CH2:23][S:24][C@H:19]23)=[O:16])[N:10]=1. Procedure details: To a solution of 7β-[2-(5-tert-butoxycarbonylamino-1,2,4-thiadiazol-3-yl)acetamido]-3-(5-methyl-1,3,4-thiadiazol-2-yl)thio-3-cephem-4-carboxylic acid (800 mg) in dichloromethane (2.4 ml) was added trifluoroacetic acid (10.4 ml). The mixture was stirred for 30 minutes at room temperature. The reaction mixture was poured into diisopropyl ether (150 ml). The precipitate was collected by filtration and dried. The precipitate was dissolved in a mixture of aqueous sodium hydrogen carbonate (212 mg/30 ... The reactants are OCC1Cc2ccc(Br)cc2CN1, CC(C)(C)[Si](C)(C)Cl, CN(C)C=O, O, c1c[nH]cn1. RXN SMILES: [Br:1][c:2]1[cH:3][cH:4][c:5]2[c:10]([cH:11]1)[CH2:9][NH:8][CH:7]([CH2:12][OH:13])[CH2:6]2.[C:14]([CH3:15])([CH3:16])([CH3:17])[Si:18]([CH3:19])([CH3:20])[Cl:21].[CH3:27][N:28]([CH3:29])[CH:30]=[O:31].[OH2:32].[nH:22]1[cH:23][cH:24][n:25][cH:26]1>>[Br:1][c:2]1[cH:3][cH:4][c:5]2[c:10]([cH:11]1)[CH2:9][NH:8][CH:7]([CH2:12][O:13][Si:18]([C:14]([CH3:15])([CH3:16])[CH3:17])([CH3:19])[CH3:20])[CH2:6]2. Yields the product CC(C)(C)[Si](C)(C)OCC1Cc2ccc(Br)cc2CN1. Reported procedure: To 275 parts of a 3 1/2% solution of lithium aluminate(1-) in tetrahydrofuran at 0°-5° is slowly added, with vigorous stirring, 15 parts of concentrated sulfuric acid. The resultant mixture is stirred at 0°-5° for 1 hour, whereupon a solution of 34 parts of ethyl 10-bromo-5H-dibenz[b,f]azepine-5-carboxylate in 225 parts of tetrahydrofuran is introduced. The mixture thus obtained is stirred for 1 hour, whereupon a solution of 20 parts of water in 40 parts of tetrahydrofuran, followed by 30 parts ... Solvent: O1CCCC1 (tetrahydrofuran), O1CCCC1 (tetrahydrofuran), O1CCCC1 (tetrahydrofuran). Reaction SMILES: S(=O)(=O)(O)O.[Br:6][C:7]1[C:13]2[CH:14]=[CH:15][CH:16]=[CH:17][C:12]=2[N:11]([C:18](OCC)=O)[C:10]2[CH:23]=[CH:24][CH:25]=[CH:26][C:9]=2[CH:8]=1.O.[OH-].[Na+]>O1CCCC1>[Br:6][C:7]1[C:13]2[CH:14]=[CH:15][CH:16]=[CH:17][C:12]=2[N:11]([CH3:18])[C:10]2[CH:23]=[CH:24][CH:25]=[CH:26][C:9]=2[CH:8]=1 |f:3.4|. The product is BrC1=CC2=C(N(C3=C1C=CC=C3)C)C=CC=C2 (10-bromo-5-methyl-5H-dibenz[b,f]azepine). Reactants: resultant mixture, 34, BrC1=CC2=C(N(C3=C1C=CC=C3)C(=O)OCC)C=CC=C2 (ethyl 10-bromo-5H-dibenz[b,f]azepine-5-carboxylate), O (water), 3, lithium aluminate(1-), S(O)(O)(=O)=O (sulfuric acid), [OH-].[Na+] (sodium hydroxide), 20, O (water). Starting materials: OCc1ccccc1Br, [Li]CCCC, CC(C)(C)OC(=O)N1CCCC(=O)C1. Yields the product CC(C)(C)OC(=O)N1CCCC(O)(c2ccccc2CO)C1. RXN SMILES: [Br:1][c:2]1[c:3]([CH2:8][OH:9])[cH:4][cH:5][cH:6][cH:7]1.[CH2:24]([Li:25])[CH2:26][CH2:27][CH3:28].[O:10]=[C:11]1[CH2:12][N:13]([C:17](=[O:18])[O:19][C:20]([CH3:21])([CH3:22])[CH3:23])[CH2:14][CH2:15][CH2:16]1>>[c:2]1([C:11]2([OH:10])[CH2:12][N:13]([C:17](=[O:18])[O:19][C:20]([CH3:21])([CH3:22])[CH3:23])[CH2:14][CH2:15][CH2:16]2)[c:3]([CH2:8][OH:9])[cH:4][cH:5][cH:6][cH:7]1. Starting materials: COC1=C(C(=CC=C1)OC)O (2,6-dimethoxyphenol), BrN1C(CCC1=O)=O (N-bromo-succinimide). Reagents/catalysts: [H-].[Na+] (NaH). The solvent is C(Cl)(Cl)Cl (CHCl3), hexanes, C(Cl)(Cl)Cl (CHCl3). Run at temperature -40 celsius, time 1 hour. Product: BrC1=CC(=C(C(=C1)OC)O)OC (4-Bromo-2,6-dimethoxy-phenol). Isolated yield 21.3%. Reaction SMILES: [CH3:1][O:2][C:3]1[CH:8]=[CH:7][CH:6]=[C:5]([O:9][CH3:10])[C:4]=1[OH:11].[Br:12]N1C(=O)CCC1=O>[H-].[Na+].C(Cl)(Cl)Cl>[Br:12][C:7]1[CH:6]=[C:5]([O:9][CH3:10])[C:4]([OH:11])=[C:3]([O:2][CH3:1])[CH:8]=1 |f:2.3|. Procedure details: To a 500 mL flask fitted with a condenser, 2,6-dimethoxyphenol (10 g, 64.86 mmol) and 80 mL of anhydrous CHCl3 was added. The solution was cooled to −40° C. and NaH (60% dispersion in mineral oil, 26 mg, 0.65 mmol) was added. Another 20 mL of anhydrous CHCl3 was added followed by rapid addition of N-bromo-succinimide (12.77 g, 71.35 mmol). The reaction mixture was stirred for 1 hour at −35° C., heated to room temperature over the next 30 minutes and heated to reflux for another 30 minutes. The s... Reactants: C(C)(=O)OC(C)=O (Acetic anhydride), O=C[C@H](O)[C@H](O)[C@@H](O)[C@@H](O)CO (L-(−)-mannose), C(C)(=O)OCC (ethyl acetate). Run in N1=CC=CC=C1 (pyridine). Conditions: time 15 minute. The product is C(C)(=O)OC1[C@H](OC(C)=O)[C@H](OC(C)=O)[C@@H](OC(C)=O)[C@@H](O1)COC(C)=O (1,2,3,4,6-penta-O-acetyl-L-mannopyranose). As a reaction SMILES: [O:1]=[CH:2][C@@H:3]([C@@H:5]([C@H:7]([C@H:9]([CH2:11][OH:12])[OH:10])[OH:8])[OH:6])[OH:4].C(O[C:17](=[O:19])[CH3:18])(=O)C.C([O:23][CH2:24][CH3:25])(=O)C>N1C=CC=CC=1>[C:2]([O:1][CH:2]1[O:10][C@@H:9]([CH2:11][O:12][C:17](=[O:19])[CH3:18])[C@H:7]([O:8][C:24](=[O:23])[CH3:25])[C@@H:5]([O:6][C:9](=[O:10])[CH3:11])[C@H:3]1[O:4][C:5](=[O:6])[CH3:7])(=[O:1])[CH3:3]. Procedure details: L-(−)-mannose (9.0 g, 49.96 mmol) was dissolved in pyridine (120 ml), and the resulting solution was cooled in ice. Acetic anhydride (60 ml) was added dropwise thereto over about 15 minutes. The resulting solution was stirred overnight while gradually returning to room temperature. Thereafter, the reaction mixture was concentrated under reduced pressure. Toluene was added to the resulting residue, and an azeotropic distillation procedure was performed twice. Ethyl acetate was added to the residu... Reactants: FC1=C(OC2(CCNCC2)C2=CC=CC=C2)C(=C(C(=C1F)F)F)F (4-(2,3,4,5,6-pentafluorophenoxy)-4-phenylpiperidine), C(C)O (ethanol), [N+](=O)([O-])NC(=O)N (nitrourea). Solvent: O (water). Reaction conditions: temperature 70 celsius. Product: NC(=O)N1CCC(CC1)(C1=CC=CC=C1)OC1=C(C(=C(C(=C1F)F)F)F)F (1-aminocarbonyl-4-(2,3,4,5,6-pentafluorophenoxy)-4-phenylpiperidine). The yield is 63.6%. RXN SMILES: [F:1][C:2]1[C:20]([F:21])=[C:19]([F:22])[C:18]([F:23])=[C:17]([F:24])[C:3]=1[O:4][C:5]1([C:11]2[CH:16]=[CH:15][CH:14]=[CH:13][CH:12]=2)[CH2:10][CH2:9][NH:8][CH2:7][CH2:6]1.C(O)C.[N+]([NH:31][C:32](N)=[O:33])([O-])=O>O>[NH2:31][C:32]([N:8]1[CH2:7][CH2:6][C:5]([O:4][C:3]2[C:17]([F:24])=[C:18]([F:23])[C:19]([F:22])=[C:20]([F:21])[C:2]=2[F:1])([C:11]2[CH:12]=[CH:13][CH:14]=[CH:15][CH:16]=2)[CH2:10][CH2:9]1)=[O:33]. Procedure details: A mixture of 4.89 g of 4-(2,3,4,5,6-pentafluorophenoxy)-4-phenylpiperidine, 50 ml of 95% ethanol and 2.1 g of nitrourea was refluxed at 70° C. until the evolution of gas had ceased. After refluxing for an additional 30 minutes, the mixture was cooled, treated with 200 ml of water and extracted with dichloromethane. The organic layer was washed with water, dried over anhydrous magnesium sulfate, filtered, and concentrated. The concentrate was purified by means of high pressure liquid chromatograp...